describe an organic reaction: reactants, conditions, products, and yield From a dataset of the Open Reaction Database (ORD), a public repository of structured organic reaction records. The reactants are CCOC(C)=O, CC(C)(C)OC(=O)N1CCOC(c2ccc(N)cc2)C1, O=C1CCC(=O)N1Br, CN(C)C=O. Yields the product CC(C)(C)OC(=O)N1CCOC(c2ccc(N)c(Br)c2)C1. Reaction SMILES: [CH3:29][CH2:30][O:31][C:32]([CH3:33])=[O:34].[NH2:1][c:2]1[cH:3][cH:4][c:5]([CH:8]2[O:9][CH2:10][CH2:11][N:12]([C:14](=[O:15])[O:16][C:17]([CH3:18])([CH3:19])[CH3:20])[CH2:13]2)[cH:6][cH:7]1.[O:21]=[C:22]1[N:23]([Br:28])[C:24](=[O:25])[CH2:26][CH2:27]1.[O:35]=[CH:36][N:37]([CH3:38])[CH3:39]>>[NH2:1][c:2]1[c:3]([Br:28])[cH:4][c:5]([CH:8]2[O:9][CH2:10][CH2:11][N:12]([C:14](=[O:15])[O:16][C:17]([CH3:18])([CH3:19])[CH3:20])[CH2:13]2)[cH:6][cH:7]1.